The task is: describe an organic reaction: reactants, conditions, products, and yield. This data is from the Open Reaction Database (ORD), a public repository of structured organic reaction records. The reactants are [N+](=O)([O-])C=1C=CC2=C(N=C(O2)CC#N)C1 (5-nitro-2-benzoxazoleacetonitrile). The reagents and catalysts are [Pd] (Palladium on carbon). Run in C1CCOC1 (THF), C(C)(=O)O (acetic acid). Run at time 5 hour. Yields the product NC=1C=CC2=C(N=C(O2)CC#N)C1 (5-amino-2-benzoxazoleacetonitrile). Isolated yield 29.6%. As a reaction SMILES: [N+:1]([C:4]1[CH:5]=[CH:6][C:7]2[O:11][C:10]([CH2:12][C:13]#[N:14])=[N:9][C:8]=2[CH:15]=1)([O-])=O>[Pd].C1COCC1.C(O)(=O)C>[NH2:1][C:4]1[CH:5]=[CH:6][C:7]2[O:11][C:10]([CH2:12][C:13]#[N:14])=[N:9][C:8]=2[CH:15]=1. Reported procedure: The mixture of 5-nitro-2-benzoxazoleacetonitrile (8 g 39.4 mmole) and Palladium on carbon (1.2 g) in THF (100 ml) and acetic acid (2 ml) in a Parr bottle was hydrogenated at 50 psi for 5 h. It was filtered over a patch of celite (1.5 cm) covered with activated carbon (0.5 cm) and washed with isopropyl ether. The filtrate was evaporated and the residue was purified by flash chromatography and gave 5-amino-2-benzoxazoleacetonitrile (2.02 g, 30%). Starting materials: CSC1=NC=2CCCCC2C(N1)=O (2-Methylsulfanyl-5,6,7,8-tetrahydro-3H-quinazolin-4-one), ClC1=CC=C(C=C1)N1CCNCC1 (1-(4-chlorophenyl)piperazine). The solvent is C(CC(C)C)O (isoamyl alcohol). The product is ClC1=CC=C(C=C1)N1CCN(CC1)C1=NC=2CCCCC2C(N1)=O (2-[4-(4-Chlorophenyl)piperazin-1-yl]-5,6,7,8-tetrahydro-3H-quinazolin-4-one). Reaction SMILES: CS[C:3]1[NH:12][C:11](=[O:13])[C:10]2[CH2:9][CH2:8][CH2:7][CH2:6][C:5]=2[N:4]=1.[Cl:14][C:15]1[CH:20]=[CH:19][C:18]([N:21]2[CH2:26][CH2:25][NH:24][CH2:23][CH2:22]2)=[CH:17][CH:16]=1>C(O)CC(C)C>[Cl:14][C:15]1[CH:16]=[CH:17][C:18]([N:21]2[CH2:26][CH2:25][N:24]([C:3]3[NH:12][C:11](=[O:13])[C:10]4[CH2:9][CH2:8][CH2:7][CH2:6][C:5]=4[N:4]=3)[CH2:23][CH2:22]2)=[CH:19][CH:20]=1. Reported procedure: 2-Methylsulfanyl-5,6,7,8-tetrahydro-3H-quinazolin-4-one (100 mg; 0.51 mmol) and 1-(4-chlorophenyl)piperazine (100.2 mg; 0.51 mmol) are reacted in isoamyl alcohol (1 ml) in accordance with the procedure for Example 1 and worked up; yield: 83 mg (47%), crystals; Reactants: BrBr (bromine), COC=1C=C(C=CC1C1=NC=CC=C1)C(C)=O (1-(3-methoxy-4-pyridin-2-ylphenyl)ethanone), C(=O)(O)[O-].[Na+] (NaHCO3). The solvent is C1=CC=CC=C1 (benzene), C1=CC=CC=C1 (benzene), Br.C(C)(=O)O (HBr Acetic acid). Conditions: time 30 minute. Product: BrCC(=O)C1=CC(=C(C=C1)C1=NC=CC=C1)OC (2-bromo-1-(3-methoxy-4-pyridin-2-ylphenyl)ethanone). As a reaction SMILES: [CH3:1][O:2][C:3]1[CH:4]=[C:5]([C:15](=[O:17])[CH3:16])[CH:6]=[CH:7][C:8]=1[C:9]1[CH:14]=[CH:13][CH:12]=[CH:11][N:10]=1.[Br:18]Br.C([O-])(O)=O.[Na+]>C1C=CC=CC=1.Br.C(O)(=O)C>[Br:18][CH2:16][C:15]([C:5]1[CH:6]=[CH:7][C:8]([C:9]2[CH:14]=[CH:13][CH:12]=[CH:11][N:10]=2)=[C:3]([O:2][CH3:1])[CH:4]=1)=[O:17] |f:2.3,5.6|. Reported procedure: A solution of 1-(3-methoxy-4-pyridin-2-ylphenyl)ethanone (400 mg, 1.7 mmol) in benzene (6 mL) and 30% HBr/Acetic acid (6 mL) was cooled to 0° C. and was treated with a solution of bromine (0.086 mL, 1.67 mmol) in benzene (1 mL) over 1 h. The reaction was stirred for an additional 30 min, then poured into an iced solution of saturated aqueous NaHCO3 (100 mL), and the product was extracted into ethyl acetate (3×50 mL). The combined organic layers were dried (MgSO4) and concentrated to afford 2-bro...